This data is from the Open Reaction Database (ORD), a public repository of structured organic reaction records. The task is: describe an organic reaction: reactants, conditions, products, and yield Starting materials: Cl\C=C(/CN1C(C=2C(C1=O)=CC=CC2)=O)\C2=CC=CC=C2 ((Z)-1-Chloro-2-phenyl-3-phthalimidopropene), O.NN (hydrazine hydrate). Run in CO (methanol). The product is C1(=CC=CC=C1)/C(/CN)=C/Cl ((Z)-2-Phenyl-3-chloroallylamine). The yield is 56.0%. Reaction SMILES: [Cl:1]/[CH:2]=[C:3](/[C:16]1[CH:21]=[CH:20][CH:19]=[CH:18][CH:17]=1)\[CH2:4][N:5]1C(=O)C2=CC=CC=C2C1=O.O.NN>CO>[C:16]1(/[C:3](=[CH:2]/[Cl:1])/[CH2:4][NH2:5])[CH:21]=[CH:20][CH:19]=[CH:18][CH:17]=1 |f:1.2|. Procedure details: (Z)-1-Chloro-2-phenyl-3-phthalimidopropene (450 mg) is treated as described in Example 14 with hydrazine hydrate (85 mg) in methanol (6 ml). Hydrolysis with 50% aqueous hydrochloric acid (4 ml) and recrystallization of the product from ethanol/diethyl ether gives (Z)-2-phenyl-3-chloroallyl amine as the hydrochloride (142 mg): colorless needles; m.p. 156°-157°; Starting materials: CC(C)(C)[Si](Cl)(c1ccccc1)c1ccccc1, CCN(C(C)C)C(C)C, CN(C)c1ccncc1, ClCCl, CC(C)(C)OC(=O)N1CC(CO)C1. Yields the product CC(C)(C)OC(=O)N1CC(CO[Si](c2ccccc2)(c2ccccc2)C(C)(C)C)C1. RXN SMILES: [C:1]([CH3:2])([CH3:3])([CH3:4])[Si:5]([c:6]1[cH:7][cH:8][cH:9][cH:10][cH:11]1)([c:12]1[cH:13][cH:14][cH:15][cH:16][cH:17]1)[Cl:18].[CH2:32]([N:33]([CH:34]([CH3:35])[CH3:36])[CH:37]([CH3:38])[CH3:39])[CH3:40].[CH3:44][N:45]([CH3:46])[c:47]1[cH:48][cH:49][n:50][cH:51][cH:52]1.[Cl:41][CH2:42][Cl:43].[OH:19][CH2:20][CH:21]1[CH2:22][N:23]([C:25](=[O:26])[O:27][C:28]([CH3:29])([CH3:30])[CH3:31])[CH2:24]1>>[C:1]([CH3:2])([CH3:3])([CH3:4])[Si:5]([c:6]1[cH:7][cH:8][cH:9][cH:10][cH:11]1)([c:12]1[cH:13][cH:14][cH:15][cH:16][cH:17]1)[O:19][CH2:20][CH:21]1[CH2:22][N:23]([C:25](=[O:26])[O:27][C:28]([CH3:29])([CH3:30])[CH3:31])[CH2:24]1. Reactants: BrCCCOC1=C(C=C(C=C1)CC(C(=O)O)OC)OC (3-[4-(3-Bromo-propoxy)-3-methoxy-phenyl]-2-methoxy-propionic acid), C(C1=CC=CC=C1)C1=CC=C(C=C1)O (4-benzylphenol). Yields the product C(C1=CC=CC=C1)C1=CC=C(OCCCOC2=C(C=C(C=C2)CC(C(=O)O)OC)OC)C=C1 (3-{4-[3-(4-Benzyl-phenoxy)-propoxy]-3-methoxy-phenyl}-2-methoxy-propionic acid). Reaction SMILES: Br[CH2:2][CH2:3][CH2:4][O:5][C:6]1[CH:11]=[CH:10][C:9]([CH2:12][CH:13]([O:17][CH3:18])[C:14]([OH:16])=[O:15])=[CH:8][C:7]=1[O:19][CH3:20].[CH2:21]([C:28]1[CH:33]=[CH:32][C:31]([OH:34])=[CH:30][CH:29]=1)[C:22]1[CH:27]=[CH:26][CH:25]=[CH:24][CH:23]=1>>[CH2:21]([C:28]1[CH:29]=[CH:30][C:31]([O:34][CH2:2][CH2:3][CH2:4][O:5][C:6]2[CH:11]=[CH:10][C:9]([CH2:12][CH:13]([O:17][CH3:18])[C:14]([OH:16])=[O:15])=[CH:8][C:7]=2[O:19][CH3:20])=[CH:32][CH:33]=1)[C:22]1[CH:23]=[CH:24][CH:25]=[CH:26][CH:27]=1. Reported procedure: The title compound was prepared from 3-[4-(3-Bromo-propoxy)-3-methoxy-phenyl]-2-methoxy-propionic acid and 4-benzylphenol following the Standard Procedure J. MS (ES) for C27H30O6 [M+NH4]+: 468, [M+Na]+: 473. Reactants: [OH-].[K+] (Potassium hydroxide), C1(=CC=CC=C1)S(=O)(=O)N(S(=O)(=O)C1=CC=CC=C1)C1=C(C(=NO1)C)C1=CC=CC=C1 (N-Benzenesulfonyl-N-(3-methyl-4-phenyl-5-isoxazolyl)benzenesulfonamide), [OH-].[Na+] (sodium hydroxide). Solvent: CO (methanol). Conditions: temperature 45 celsius, time 20 minute. Yields the product CC1=NOC(=C1C1=CC=CC=C1)NS(=O)(=O)C1=CC=CC=C1 (N-(3-methyl-4-phenyl-5-isoxazolyl)benzenesulfonamide). Isolated yield 101.2%. As a reaction SMILES: [C:1]1([S:7]([N:10]([C:20]2[O:24][N:23]=[C:22]([CH3:25])[C:21]=2[C:26]2[CH:31]=[CH:30][CH:29]=[CH:28][CH:27]=2)S(C2C=CC=CC=2)(=O)=O)(=[O:9])=[O:8])[CH:6]=[CH:5][CH:4]=[CH:3][CH:2]=1.[OH-].[K+].[OH-].[Na+]>CO>[CH3:25][C:22]1[C:21]([C:26]2[CH:27]=[CH:28][CH:29]=[CH:30][CH:31]=2)=[C:20]([NH:10][S:7]([C:1]2[CH:6]=[CH:5][CH:4]=[CH:3][CH:2]=2)(=[O:8])=[O:9])[O:24][N:23]=1 |f:1.2,3.4|. Reported procedure: N-Benzenesulfonyl-N-(3-methyl-4-phenyl-5-isoxazolyl)benzenesulfonamide (300 mg, 0.66 mmol) was dissolved in methanol. Potassium hydroxide (300 mg, 5.5 mmol) was added and the solution was warmed to 45° C. to dissolve the sodium hydroxide. Stirring was continued for 20 min. Methanol was removed under reduced pressure. The residue was dissolved in water, cooled to 0° C. and acidified to pH 3-4 with concentrated HCl. The solid precipitate was extracted with ethyl acetate, dried and evaporated in va... Reactants: C1(CC1)COC1=C(C=C(C=C1)C(F)F)C=1C2=C(N=CN1)C(=C(N2)C)C(=O)O (4-[2-(cyclopropylmethoxy)-5-(difluoromethyl)phenyl]-6-methyl-5H-pyrrolo[3,2-d]pyrimidine-7-carboxylic acid), N[C@@H]1CC[C@H](CC1)NC(OC(C)(C)C)=O (tert-butyl trans-(4-amino-cyclohexyl)-carbamate). Yields the product C1(CC1)COC1=C(C=C(C=C1)C(F)F)C=1C2=C(N=CN1)C(=C(N2)C)C(=O)N[C@@H]2CC[C@H](CC2)NC(OC(C)(C)C)=O (tert-Butyl {trans-4-[({4-[2-(cyclopropylmethoxy)-5-(difluoromethyl)phenyl]-6-methyl-5H-pyrrolo[3,2-d]pyrimidin-7-yl}carbonyl)amino]cyclohexyl}carbamate). RXN SMILES: [CH:1]1([CH2:4][O:5][C:6]2[CH:11]=[CH:10][C:9]([CH:12]([F:14])[F:13])=[CH:8][C:7]=2[C:15]2[C:16]3[NH:23][C:22]([CH3:24])=[C:21]([C:25](O)=[O:26])[C:17]=3[N:18]=[CH:19][N:20]=2)[CH2:3][CH2:2]1.[NH2:28][C@H:29]1[CH2:34][CH2:33][C@H:32]([NH:35][C:36](=[O:42])[O:37][C:38]([CH3:41])([CH3:40])[CH3:39])[CH2:31][CH2:30]1>>[CH:1]1([CH2:4][O:5][C:6]2[CH:11]=[CH:10][C:9]([CH:12]([F:13])[F:14])=[CH:8][C:7]=2[C:15]2[C:16]3[NH:23][C:22]([CH3:24])=[C:21]([C:25]([NH:28][C@H:29]4[CH2:34][CH2:33][C@H:32]([NH:35][C:36](=[O:42])[O:37][C:38]([CH3:40])([CH3:39])[CH3:41])[CH2:31][CH2:30]4)=[O:26])[C:17]=3[N:18]=[CH:19][N:20]=2)[CH2:3][CH2:2]1. Reported procedure: Starting from 4-[2-(cyclopropylmethoxy)-5-(difluoromethyl)phenyl]-6-methyl-5H-pyrrolo[3,2-d]pyrimidine-7-carboxylic acid (example D.g1) and commercially available tert-butyl trans-(4-amino-cyclohexyl)-carbamate the title compound is obtained as pale yellow foam. The reactants are C1CCC2=NCCCN2CC1, O=C(Nc1cccc2cnccc12)C(Cl)(Cl)Cl, NCc1cccc(OC(F)(F)F)c1. Yields the product O=C(NCc1cccc(OC(F)(F)F)c1)Nc1cccc2cnccc12. Reaction SMILES: [CH2:31]1[CH2:32][CH2:33][C:34]2=[N:39][CH2:38][CH2:37][CH2:36][N:35]2[CH2:40][CH2:41]1.[Cl:14][C:15]([C:16](=[O:17])[NH:18][c:19]1[c:20]2[cH:21][cH:22][n:23][cH:24][c:25]2[cH:26][cH:27][cH:28]1)([Cl:29])[Cl:30].[F:1][C:2]([O:3][c:4]1[cH:5][c:6]([CH2:7][NH2:8])[cH:9][cH:10][cH:11]1)([F:12])[F:13]>>[F:1][C:2]([O:3][c:4]1[cH:5][c:6]([CH2:7][NH:8][C:16](=[O:17])[NH:18][c:19]2[c:20]3[cH:21][cH:22][n:23][cH:24][c:25]3[cH:26][cH:27][cH:28]2)[cH:9][cH:10][cH:11]1)([F:12])[F:13]. The reactants are N[C@H](CC1=CC=CC=C1)C(=O)O (D-phenylalanine), HClO4. The solvent is C(C)(=O)OC(C)(C)C (tert-butyl acetate). Run at time 12 hour. The product is C(C)(C)(C)OC([C@H](N)CC1=CC=CC=C1)=O ((R)-phenylalanine tert-butyl ester). RXN SMILES: [NH2:1][C@@H:2]([C:10]([OH:12])=[O:11])[CH2:3][C:4]1[CH:9]=[CH:8][CH:7]=[CH:6][CH:5]=1>C(OC(C)(C)C)(=O)C>[C:4]([O:11][C:10](=[O:12])[C@@H:2]([CH2:3][C:4]1[CH:9]=[CH:8][CH:7]=[CH:6][CH:5]=1)[NH2:1])([CH3:9])([CH3:5])[CH3:3]. Procedure details: To a solution of D-phenylalanine (1.651 g, 10.0 mmol) in tert-butyl acetate (20 mL) at 0° C., was slowly added HClO4 (0.85 mL, 15 mmol). The reaction mixture was stirred at room temperature for 12 h then washed with H2O (25 mL) and 1.0 M HCl solution (15 mL). The resultant aqueous solution was adjusted to pH 9 by addition of 10% K2CO3 solution, and then extracted with dichloromethane (3×10 mL). The combined organic phases were dried with anhydrous Na2SO4, filtered and concentrated to give an oil...